This data is from the Open Reaction Database (ORD), a public repository of structured organic reaction records. The task is: describe an organic reaction: reactants, conditions, products, and yield Starting materials: C(C)(C)(C)OC(=O)NC=1SC(=CN1)SC1=CC(=CC=C1)C(=O)O (2-tert-butoxycarbonylamino-5-[(3-carboxyphenyl)thio]thiazole), C(C)(=O)N1CCNCC1 (N-acetylpiperazine), ethyl-3-(3-dimethylamino)propyl carbodiimide hydrochloride, ON1N=NC2=C1N=CC=C2 (1-hydroxy-7-azabenzotriazole), C(C)(C)N(CC)C(C)C (diisopropylethylamine). Solvent: C1CCOC1 (THF). Run at temperature 55 celsius. Reported procedure: A suspension of 2-tert-butoxycarbonylamino-5-[(3-carboxyphenyl)thio]thiazole (528 mg, 1.5 mmol), N-acetylpiperazine (239 mg, 1.87 mmol), ethyl-3-(3-dimethylamino)propyl carbodiimide hydrochloride (400 mg, 2 mmol), 1-hydroxy-7-azabenzotriazole (272 mg, 2 mmol) and diisopropylethylamine (560 μL, 4 mmol) in THF (20 mL) was heated to 55° C. for 2 h. The mixture was cooled to rt. and concentrated. The residue was purified using column chromatography on silica gel eluted with 2% methanol in dichlorome... Yields the product COC(C1=CC(=CC=C1)SC1=CN=C(S1)N)=O (3-[(2-Aminothiazol-5-yl)thio]benzoic acid methyl ester). As a reaction SMILES: C(OC([NH:8][C:9]1[S:10][C:11]([S:14][C:15]2[CH:20]=[CH:19][CH:18]=[C:17]([C:21]([OH:23])=[O:22])[CH:16]=2)=[CH:12][N:13]=1)=O)(C)(C)C.[C:24](N1CCNCC1)(=O)C.ON1C2N=CC=CC=2N=N1.C(N(C(C)C)CC)(C)C>C1COCC1>[CH3:24][O:23][C:21](=[O:22])[C:17]1[CH:18]=[CH:19][CH:20]=[C:15]([S:14][C:11]2[S:10][C:9]([NH2:8])=[N:13][CH:12]=2)[CH:16]=1. The yield is 100.1%. The reactants are C(C1=CC=CC=C1)C=1OC2=C(C1)C(=CC=C2)OC (2-benzyl-4-methoxybenzofuran), Cl.C(C)N(CCOC1=CC=C(C(=O)Cl)C=C1)CC (4-(2-diethylaminoethoxy)benzoyl chloride hydrochloride). Yields the product C(C1=CC=CC=C1)C=1OC2=C(C1C(C1=CC=C(C=C1)OCCN(CC)CC)=O)C(=CC=C2)OC (2-benzyl-3-[4-(2-diethylaminoethoxy)benzoyl]-4-methoxybenzofuran). As a reaction SMILES: [CH2:1]([C:8]1[O:9][C:10]2[CH:16]=[CH:15][CH:14]=[C:13]([O:17][CH3:18])[C:11]=2[CH:12]=1)[C:2]1[CH:7]=[CH:6][CH:5]=[CH:4][CH:3]=1.Cl.[CH2:20]([N:22]([CH2:35][CH3:36])[CH2:23][CH2:24][O:25][C:26]1[CH:34]=[CH:33][C:29]([C:30](Cl)=[O:31])=[CH:28][CH:27]=1)[CH3:21]>>[CH2:1]([C:8]1[O:9][C:10]2[CH:16]=[CH:15][CH:14]=[C:13]([O:17][CH3:18])[C:11]=2[C:12]=1[C:30](=[O:31])[C:29]1[CH:28]=[CH:27][C:26]([O:25][CH2:24][CH2:23][N:22]([CH2:35][CH3:36])[CH2:20][CH3:21])=[CH:34][CH:33]=1)[C:2]1[CH:3]=[CH:4][CH:5]=[CH:6][CH:7]=1 |f:1.2|. Procedure details: Acylation of 2-benzyl-4-methoxybenzofuran with 4-(2-diethylaminoethoxy)benzoyl chloride hydrochloride as described in Example 6 gives 2-benzyl-3-[4-(2-diethylaminoethoxy)benzoyl]-4-methoxybenzofuran.